From a dataset of the Open Reaction Database (ORD), a public repository of structured organic reaction records. describe an organic reaction: reactants, conditions, products, and yield The reactants are COC(=O)C=1SC(=C(C1C1=CC=C(C=C1)C(C)(C)C)C#N)I (4-tert-butyl-phenyl-4-cyano-5-iodo-thiophene-2-carboxylic acid methyl ester), C(C)OC(=O)C=1SC(=C(C1C1=CC=C(C=C1)C1=C(C=CC=C1)C#N)C#N)N (5-amino-4-cyano-3-(2′-cyano-biphenyl-4-yl)-thiophene-2-carboxylic acid ethyl ester). Yields the product C(C)OC(=O)C=1SC(=C(C1C1=CC=C(C=C1)C1=C(C=CC=C1)C#N)C#N)I (4-Cyano-3-(2′-cyano-biphenyl-4-yl)-5-iodo-thiophene-2-carboxylic acid ethyl ester). RXN SMILES: COC(C1SC([I:22])=C(C#N)C=1C1C=CC(C(C)(C)C)=CC=1)=O.[CH2:23]([O:25][C:26]([C:28]1[S:29][C:30](N)=[C:31]([C:47]#[N:48])[C:32]=1[C:33]1[CH:38]=[CH:37][C:36]([C:39]2[CH:44]=[CH:43][CH:42]=[CH:41][C:40]=2[C:45]#[N:46])=[CH:35][CH:34]=1)=[O:27])[CH3:24]>>[CH2:23]([O:25][C:26]([C:28]1[S:29][C:30]([I:22])=[C:31]([C:47]#[N:48])[C:32]=1[C:33]1[CH:38]=[CH:37][C:36]([C:39]2[CH:44]=[CH:43][CH:42]=[CH:41][C:40]=2[C:45]#[N:46])=[CH:35][CH:34]=1)=[O:27])[CH3:24]. Procedure: Using a method substantially in accordance with the method of 3-(4-tert-butyl-phenyl-4-cyano-5-iodo-thiophene-2-carboxylic acid methyl ester starting with the compound, 5-amino-4-cyano-3-(2′-cyano-biphenyl-4-yl)-thiophene-2-carboxylic acid ethyl ester gives the title compound: 1H NMR (400 MHz, CDCl3) δ 7.81-7.46 (m, 8H), 4.22 (q, 2H, J=7.2 Hz), 1.20 (t, 3H, J=7.0 Hz), MS found (M+1)+NH3 502. The reactants are Fc1nc(F)c(F)c(F)c1F, N, [Zn]. The product is Fc1cc(F)c(F)nc1F. RXN SMILES: [F:1][c:2]1[c:3]([F:11])[c:4]([F:10])[c:5]([F:9])[c:6]([F:8])[n:7]1.[NH3:13].[Zn:12]>>[F:1][c:2]1[c:3]([F:11])[cH:4][c:5]([F:9])[c:6]([F:8])[n:7]1. The reactants are CCO, Cl, Cl, O=C1CC(c2ccc(F)cc2)Cc2occ(C(F)(F)F)c21, N=C(N)NN. Product: Cl, N=C(N)NN=C1CC(c2ccc(F)cc2)Cc2occ(C(F)(F)F)c21. Reaction SMILES: [CH3:29][CH2:30][OH:31].[ClH:22].[ClH:28].[F:1][c:2]1[cH:3][cH:4][c:5]([CH:8]2[CH2:9][c:10]3[c:11]([c:12]([C:15]([F:16])([F:17])[F:18])[cH:13][o:14]3)[C:19](=[O:21])[CH2:20]2)[cH:6][cH:7]1.[NH2:23][NH:24][C:25](=[NH:26])[NH2:27]>>[ClH:22].[F:1][c:2]1[cH:3][cH:4][c:5]([CH:8]2[CH2:9][c:10]3[c:11]([c:12]([C:15]([F:16])([F:17])[F:18])[cH:13][o:14]3)[C:19](=[N:23][NH:24][C:25](=[NH:26])[NH2:27])[CH2:20]2)[cH:6][cH:7]1. RXN SMILES: Cl[CH2:2][CH2:3][CH2:4][O:5][C:6]1[CH:7]=[C:8]2[C:13](=[CH:14][CH:15]=1)[NH:12][C:11](=[O:16])[CH:10]=[CH:9]2.[NH2:17][CH2:18][CH:19]([OH:21])[CH3:20]>CC(O)C>[OH:21][CH:19]([CH3:20])[CH2:18][NH:17][CH2:2][CH2:3][CH2:4][O:5][C:6]1[CH:7]=[C:8]2[C:13](=[CH:14][CH:15]=1)[NH:12][C:11](=[O:16])[CH:10]=[CH:9]2. Yields the product OC(CNCCCOC=1C=C2C=CC(NC2=CC1)=O)C (6-[3-(2-hydroxypropyl)aminopropoxy]carbostyril). Starting materials: ClCCCOC=1C=C2C=CC(NC2=CC1)=O (6-(3-Chloropropoxy)carbostyril), NCC(C)O (1-amino-2-propanol). Run in CC(C)O (2-propanol). Reported procedure: 6-(3-Chloropropoxy)carbostyril (5 g) and 1-amino-2-propanol (24 ml) are dissolved in 2-propanol (100 ml), and the mixture is refluxed for 4 hours. After the reaction mixture is allowed to cool, the precipitated crystals are collected by filtration, washed with ethanol, and dried to give 6-[3-(2-hydroxypropyl)aminopropoxy]carbostyril (3.1 g) as a white powder. Reactants: 4A, S(=O)(=O)(C1=CC=C(C)C=C1)N1C=CC=2C1=NC=C(N2)C#N (5-tosyl-5H-pyrrolo[2,3-b]pyrazine-2-carbonitrile), COC1=CC=C(C=C1)[Mg]Br ((4-methoxyphenyl)magnesium bromide). Solvent: C1CCOC1 (THF). Reaction conditions: time 40 minute. Yields the product COC1=CC=C(C=C1)C(=N)C=1N=C2C(=NC1)N(C=C2)S(=O)(=O)C2=CC=C(C)C=C2 ((4-methoxyphenyl)(5-tosyl-5H-pyrrolo[2,3-b]pyrazin-2-yl)methanimine). As a reaction SMILES: [S:1]([N:11]1[C:15]2=[N:16][CH:17]=[C:18]([C:20]#[N:21])[N:19]=[C:14]2[CH:13]=[CH:12]1)([C:4]1[CH:10]=[CH:9][C:7]([CH3:8])=[CH:6][CH:5]=1)(=[O:3])=[O:2].[CH3:22][O:23][C:24]1[CH:29]=[CH:28][C:27]([Mg]Br)=[CH:26][CH:25]=1>C1COCC1>[CH3:22][O:23][C:24]1[CH:29]=[CH:28][C:27]([C:20]([C:18]2[N:19]=[C:14]3[CH:13]=[CH:12][N:11]([S:1]([C:4]4[CH:5]=[CH:6][C:7]([CH3:8])=[CH:9][CH:10]=4)(=[O:2])=[O:3])[C:15]3=[N:16][CH:17]=2)=[NH:21])=[CH:26][CH:25]=1. Reported procedure: To a suspension of 5-tosyl-5H-pyrrolo[2,3-b]pyrazine-2-carbonitrile (0.500 g, 1.68 mmol) in anhydrous THF (3.35 mL) was added molecular sieves (4A, beads, 8-12 mesh, 0.643 g). The mixture was stirred at rt for about 40 min. A solution of (4-methoxyphenyl)magnesium bromide (0.5 M in THF, 4.12 mL, 2.01 mmol,) was added dropwise over about 3 min. The mixture was stirred at rt for about 2 h. The mixture was concentrated in vacuo to give (4-methoxyphenyl)(5-tosyl-5H-pyrrolo[2,3-b]pyrazin-2-yl)methani... Reactants: CC1CN(CCCn2c3ccccc3c3ccccc32)CC(C)N1, CC(=O)O, Cc1ccccc1. Yields the product CC1CN(CCCn2c3ccccc3c3ccccc32)CC(C)N1, CC(=O)O. As a reaction SMILES: [CH3:1][CH:2]1[CH2:3][N:4]([CH2:9][CH2:10][CH2:11][n:12]2[c:13]3[cH:14][cH:15][cH:16][cH:17][c:18]3[c:19]3[cH:20][cH:21][cH:22][cH:23][c:24]23)[CH2:5][CH:6]([CH3:8])[NH:7]1.[CH3:25][C:26]([OH:27])=[O:28].[CH3:29][c:30]1[cH:31][cH:32][cH:33][cH:34][cH:35]1>>[CH3:1][CH:2]1[CH2:3][N:4]([CH2:9][CH2:10][CH2:11][n:12]2[c:13]3[cH:14][cH:15][cH:16][cH:17][c:18]3[c:19]3[cH:20][cH:21][cH:22][cH:23][c:24]23)[CH2:5][CH:6]([CH3:8])[NH:7]1.[CH3:25][C:26](=[O:27])[OH:28]. Reactants: C1(=CC=CC=C1)O (phenol), [H-].[Na+] (sodium hydride), ClC1=C(C=NC2=C(C=CC=C12)NC(C1=C(C=CC=C1Cl)Cl)=O)C (4-chloro-8-(2,6-dichlorobenzoylamino)-3-methylquinoline). Run in CN1C(CCC1)=O (N-methylpyrrolidone). Conditions: time 30 minute. Yields the product ClC1=C(C(=O)NC=2C=CC=C3C(=C(C=NC23)C)OC2=CC=CC=C2)C(=CC=C1)Cl (8-(2,6-dichlorobenzoylamino)-3-methyl-4-phenoxyquinoline). The yield is 73.4%. Reaction SMILES: [H-].[Na+].[C:3]1([OH:9])[CH:8]=[CH:7][CH:6]=[CH:5][CH:4]=1.Cl[C:11]1[C:20]2[C:15](=[C:16]([NH:21][C:22](=[O:31])[C:23]3[C:28]([Cl:29])=[CH:27][CH:26]=[CH:25][C:24]=3[Cl:30])[CH:17]=[CH:18][CH:19]=2)[N:14]=[CH:13][C:12]=1[CH3:32]>CN1CCCC1=O>[Cl:30][C:24]1[CH:25]=[CH:26][CH:27]=[C:28]([Cl:29])[C:23]=1[C:22]([NH:21][C:16]1[CH:17]=[CH:18][CH:19]=[C:20]2[C:15]=1[N:14]=[CH:13][C:12]([CH3:32])=[C:11]2[O:9][C:3]1[CH:8]=[CH:7][CH:6]=[CH:5][CH:4]=1)=[O:31] |f:0.1|. Procedure: To a mixture of sodium hydride (60% in oil, 28.9 mg) and N-methylpyrrolidone (3 ml) was added phenol (113 mg) under ice-cooling, and the mixture was stirred for 30 minutes. To the mixture was added 4-chloro-8-(2,6-dichlorobenzoylamino)-3-methylquinoline (200 mg), and the mixture was stirred for 30 minutes at ambient temperature and for 4.5 hours at 120° C. The mixture was extracted with ethyl acetate, and the extract was washed with water, 1N sodium hydroxide solution and brine, dried over magne... Reported procedure: The dimethyl acetal of 3-[1-propargyl-3-(5-methylsulfinyl-1,3,4-thiadiazol-2-yl)ureido]propionaldehyde (15 grams), water (400 ml) and hydrochloric acid (4ml) are charged into a glass reaction vessel equipped with a mechanical stirrer, thermometer and reflux condenser. The reaction mixture is heated at reflux for a period of about 15 minutes. The reaction mixture is then filtered while hot and the filtrate is cooled to form a precipitate. The precipitate is recovered by filtration, is dried and i... The reactants are dimethyl acetal, C(C#C)N(C(=O)NC=1SC(=NN1)S(=O)C)CCC=O (3-[1-propargyl-3-(5-methylsulfinyl-1,3,4-thiadiazol-2-yl)ureido]propionaldehyde), Cl (hydrochloric acid). Product: CS(=O)C1=NN=C(S1)N1C(N(CCC1O)CC#C)=O (tetrahydro-1-(5-methylsulfinyl-1,3,4-thiadiazol-2-yl)-3-propargyl-6-hydroxy-2(1H)-pyrimidinone). Reaction SMILES: [CH2:1]([N:4]([CH2:16][CH2:17][CH:18]=[O:19])[C:5]([NH:7][C:8]1[S:9][C:10]([S:13]([CH3:15])=[O:14])=[N:11][N:12]=1)=[O:6])[C:2]#[CH:3].Cl>O>[CH3:15][S:13]([C:10]1[S:9][C:8]([N:7]2[CH:18]([OH:19])[CH2:17][CH2:16][N:4]([CH2:1][C:2]#[CH:3])[C:5]2=[O:6])=[N:12][N:11]=1)=[O:14]. Run in O (water). The reactants are [Al+3], COC(=O)c1ccc2c(c1)[nH]c(=O)n2CCN(C)C, [H-], [H-], [H-], [H-], [Li+], C1CCOC1. Yields the product CN(C)CCn1c(=O)[nH]c2cc(CO)ccc21. As a reaction SMILES: [Al+3:21].[CH3:1][N:2]([CH2:3][CH2:4][n:5]1[c:6](=[O:18])[nH:7][c:8]2[c:9]1[cH:10][cH:11][c:12]([C:14](=[O:15])[O:16][CH3:17])[cH:13]2)[CH3:19].[H-:20].[H-:23].[H-:24].[H-:25].[Li+:22].[O:26]1[CH2:27][CH2:28][CH2:29][CH2:30]1>>[CH3:1][N:2]([CH2:3][CH2:4][n:5]1[c:6](=[O:18])[nH:7][c:8]2[c:9]1[cH:10][cH:11][c:12]([CH2:14][OH:15])[cH:13]2)[CH3:19].